Dataset: the Open Reaction Database (ORD), a public repository of structured organic reaction records. Task: describe an organic reaction: reactants, conditions, products, and yield Reactants: NCC1=CC(=C(C(=C1)C)O)C (4-aminomethyl-2,6-dimethyl-phenol), CC1([C@@H]2[C@H]1CC1=C(SC(=C21)C)C(=O)O)C ((1aS,5aR)-1,1,2-trimethyl-1,1a,5,5a-tetrahydro-3-thia-cyclopropa[a]pentalene-4-carboxylic acid), CN(C)C(=[N+](C)C)ON1C2=C(C=CC=C2)N=N1.[B-](F)(F)(F)F (TBTU), C(C)N(C(C)C)C(C)C (ethyl-diisopropylamine). Solvent: CN(C)C=O (DMF), CN(C)C=O (DMF), C(=O)O (formic acid). Reaction conditions: time 10 minute. The product is OC1=C(C=C(CNC(=O)C2=C3C[C@@H]4[C@H](C3=C(S2)C)C4(C)C)C=C1C)C ((1aS,5aR)-1,1,2-trimethyl-1,1a,5,5a-tetrahydro-3-thia-cyclopropa[a]pentalene-4-carboxylic acid 4-hydroxy-3,5-dimethyl-benzylamide). The yield is 93.8%. As a reaction SMILES: [CH3:1][C:2]1([CH3:15])[C@@H:4]2[CH2:5][C:6]3[C:10]([C@H:3]12)=[C:9]([CH3:11])[S:8][C:7]=3[C:12]([OH:14])=O.CN(C(ON1N=NC2C=CC=CC1=2)=[N+](C)C)C.[B-](F)(F)(F)F.C(N(C(C)C)C(C)C)C.[NH2:47][CH2:48][C:49]1[CH:54]=[C:53]([CH3:55])[C:52]([OH:56])=[C:51]([CH3:57])[CH:50]=1>CN(C=O)C.C(O)=O>[OH:56][C:52]1[C:51]([CH3:57])=[CH:50][C:49]([CH2:48][NH:47][C:12]([C:7]2[S:8][C:9]([CH3:11])=[C:10]3[C:6]=2[CH2:5][C@H:4]2[C:2]([CH3:1])([CH3:15])[C@H:3]23)=[O:14])=[CH:54][C:53]=1[CH3:55] |f:1.2|. Procedure details: A solution of (1aS,5aR)-1,1,2-trimethyl-1,1a,5,5a-tetrahydro-3-thia-cyclopropa[a]pentalene-4-carboxylic acid (67 mg, 0.30 mmol), TBTU (106 mg, 0.33 mmol) and ethyl-diisopropylamine (169 μL, 0.99 mmol) in DMF (2 mL) is allowed to stand at rt for 10 min. A solution of 4-aminomethyl-2,6-dimethyl-phenol (45 mg, 0.30 mmol) in DMF (0.5 mL) is added and the mixture is allowed to stand at rt for 3 h. After the addition of formic acid (0.2 mL) the mixture is separated by HPLC to afford (1aS,5aR)-1,1,2-tr... Reactants: NC1=NC(=C(C(=C1C#N)C1=CC=C(C=C1)O)C#N)S (2-amino-4-(4-hydroxyphenyl)-6-sulfanyl-3,5-pyridinedicarbonitrile), Br.BrCCN (2-bromoethylamine hydrobromide), C(=O)(O)[O-].[Na+] (NaHCO3). Run in CN(C)C=O (DMF), Cl (HCl). Yields the product NC1=NC(=C(C(=C1C#N)C1=CC=C(C=C1)O)C#N)SCCN (2-Amino-6-[(2-aminoethyl)sulfanyl]-4-(4-hydroxyphenyl)-3,5-pyridinedicarbonitrile). RXN SMILES: [NH2:1][C:2]1[C:7]([C:8]#[N:9])=[C:6]([C:10]2[CH:15]=[CH:14][C:13]([OH:16])=[CH:12][CH:11]=2)[C:5]([C:17]#[N:18])=[C:4]([SH:19])[N:3]=1.Br.Br[CH2:22][CH2:23][NH2:24].C([O-])(O)=O.[Na+]>CN(C=O)C.Cl>[NH2:1][C:2]1[C:7]([C:8]#[N:9])=[C:6]([C:10]2[CH:11]=[CH:12][C:13]([OH:16])=[CH:14][CH:15]=2)[C:5]([C:17]#[N:18])=[C:4]([S:19][CH2:22][CH2:23][NH2:24])[N:3]=1 |f:1.2,3.4|. Procedure details: 268 mg (1 mmol) of 2-amino-4-(4-hydroxyphenyl)-6-sulfanyl-3,5-pyridinedicarbonitrile, 105 mg (1 mmol) of 2-bromoethylamine hydrobromide and 168 mg (2 mmol) of NaHCO3 are stirred in 1 ml of DMF for 1 hour. The entire mixture is diluted with a few milliliters of 1N HCl. The crystals are filtered off with suction and dried under reduced pressure. The reactants are Brc1cncc2ccccc12, [Na+], [Na+], O=C([O-])[O-], O. Product: c1ccc2cnccc2c1. RXN SMILES: [Br:1][c:2]1[cH:3][n:4][cH:5][c:6]2[cH:7][cH:8][cH:9][cH:10][c:11]12.[Na+:12].[Na+:13].[O-:14][C:15](=[O:16])[O-:17].[OH2:18]>>[cH:2]1[cH:3][n:4][cH:5][c:6]2[cH:7][cH:8][cH:9][cH:10][c:11]12. Reactants: C(C)(=O)Cl (acetyl chloride), N1=CC=CC=C1 (pyridine), CC1(C=2C=CC(=CC2C(=CC1)C)N)C (5,5,8-trimethyl-5,6-dihydro-naphthalen-2-ylamine), CC1(C=2C=CC(=CC2C(=CC1)C)N)C (5,5,8-trimethyl-5,6-dihydro-naphthalen-2-ylamine). The solvent is ClCCl (dichloromethane), Cl (HCl). Conditions: temperature 0 celsius, time 1 hour. Yields the product CC1(C=2C=CC(=CC2C(=CC1)C)NC(C)=O)C (N-(5,5,8-Trimethyl-5,6-dihydro-naphthalen-2-yl)-acetamide). Reaction SMILES: [CH3:1][C:2]1([CH3:14])[CH2:11][CH:10]=[C:9]([CH3:12])[C:8]2[CH:7]=[C:6]([NH2:13])[CH:5]=[CH:4][C:3]1=2.[C:15](Cl)(=[O:17])[CH3:16].N1C=CC=CC=1>ClCCl.Cl>[CH3:1][C:2]1([CH3:14])[CH2:11][CH:10]=[C:9]([CH3:12])[C:8]2[CH:7]=[C:6]([NH:13][C:15](=[O:17])[CH3:16])[CH:5]=[CH:4][C:3]1=2. Reported procedure: General Procedure T A solution of 5,5,8-trimethyl-5,6-dihydro-naphthalen-2-ylamine (Compound 159, 1.47g, 7.9 mmol) in 10 mL of dichloromethane was stirred at 0° C., and acetyl chloride (1.0 mL, 1.39 g, 18 mmol) and then pyridine (1.0 mL, 1.0 g, 12 mmol) were added, and the reaction stirred at 0° C. for 1 h. The reaction mixture was then diluted with 10% HCl and extracted two times with methylene chloride. The combined organic extracts were washed with brine, dried over MgSO4, filtered and the so... Starting materials: COC=1C=C2CCNC(C2=CC1)=O (6-Methoxy-1-oxo-1,2,3,4-tetrahydroisoquinoline), BrCCCC1=CC=CC=C1 (1-bromo-3-phenylpropane). Product: COC=1C=C2CCN(C(C2=CC1)=O)CCCC1=CC=CC=C1 (6-methoxy-2-(3-phenylpropyl)-1-oxo-1,2,3,4-tetrahydroisoquinoline). Reaction SMILES: [CH3:1][O:2][C:3]1[CH:4]=[C:5]2[C:10](=[CH:11][CH:12]=1)[C:9](=[O:13])[NH:8][CH2:7][CH2:6]2.Br[CH2:15][CH2:16][CH2:17][C:18]1[CH:23]=[CH:22][CH:21]=[CH:20][CH:19]=1>>[CH3:1][O:2][C:3]1[CH:4]=[C:5]2[C:10](=[CH:11][CH:12]=1)[C:9](=[O:13])[N:8]([CH2:15][CH2:16][CH2:17][C:18]1[CH:23]=[CH:22][CH:21]=[CH:20][CH:19]=1)[CH2:7][CH2:6]2. Procedure details: 6-Methoxy-1-oxo-1,2,3,4-tetrahydroisoquinoline (example 1) is condensed with 1-bromo-3-phenylpropane under N-alkylation conditions described in example 1 to yield 6-methoxy-2-(3-phenylpropyl)-1-oxo-1,2,3,4-tetrahydroisoquinoline. Reactants: N(N)C1=C(C(=O)O)C=CC=C1 (2-hydrazino benzoic acid), FC(C1=CC2=C(C(CO2)=NNC2=C(C(=O)O)C=CC=C2)C=C1)(F)F (2-[N′-(6-trifluoromethyl-benzofuran-3-yl-idene)-hydrazino]-benzoic acid), CC=1C=CC(=CC1)S(=O)(=O)O (p-TsOH), 6a. Run in O (water), C(C)O (ethanol), C(C)O (ethanol). Run at time 4 hour. Yields the product FC(C1=CC2=C(C=3NC4=C(C=CC=C4C3O2)C(=O)O)C=C1)(F)F (7-Trifluoromethyl-10H-benzo[4,5]furo[3,2-b]indole-1-carboxylic acid). The yield is 64.4%. RXN SMILES: [NH:1]([C:3]1[CH:11]=[CH:10][CH:9]=[CH:8][C:4]=1[C:5]([OH:7])=[O:6])N.[F:12][C:13]([F:35])([F:34])[C:14]1[CH:33]=[CH:32][C:17]2[C:18](=NNC3C=CC=CC=3C(O)=O)[CH2:19][O:20][C:16]=2[CH:15]=1.CC1C=CC(S(O)(=O)=O)=CC=1>C(O)C.O>[F:35][C:13]([F:12])([F:34])[C:14]1[CH:33]=[CH:32][C:17]2[C:18]3[NH:1][C:3]4[C:11]([C:19]=3[O:20][C:16]=2[CH:15]=1)=[CH:10][CH:9]=[CH:8][C:4]=4[C:5]([OH:7])=[O:6]. Procedure: 150 mg 6a was dissolved in ethanol (5.2 ml) and 2-hydrazino benzoic acid was dissolved in water (10.3 ml). These two homogenous mixtures were mixed together and stirred at room temperature for 4 hrs. Precipitation is filtered and first washed with water and then ethanol. The filtrate was put in vacuum oven for 4 hrs for complete evaporation. The mixture of 2-[N′-(6-trifluoromethyl-benzofuran-3-yl-idene)-hydrazino]-benzoic acid (120 mg), p-TsOH (1˜2 Eqv) and ethanol (5 ml) were refluxed for 30 hr... Reactants: Cl.N[C@H]1CCC[C@@H]2N(C1=O)CCCC2 ((7S,10aR)-7-Aminooctahydropyrido[1,2-a]azepin-6(7H)-one hydrochloride), Cl.N[C@H]1CC\C=C/[C@@H]2N(C1=O)CCCC2 ((7S,11aR,Z)-7-amino-3,4,7,8,9,11a-hexahydro-1H-pyrido[1,2-a]azocin-6(2H)-one hydrochloride). Product: Cl.N[C@H]1CCCC[C@@H]2N(C1=O)CCCC2 ((7S,11aS)-7-Aminooctahydro-1H-pyrido[1,2-a]azocin-6(2H)-one hydrogen chloride). Reaction SMILES: [ClH:1].N[C@@H]1C(=O)N2CCCC[C@@H]2CCC1.Cl.[NH2:16][C@@H:17]1[C:24](=[O:25])[N:23]2[CH2:26][CH2:27][CH2:28][CH2:29][C@@H:22]2[CH:21]=[CH:20][CH2:19][CH2:18]1>>[ClH:1].[NH2:16][C@@H:17]1[C:24](=[O:25])[N:23]2[CH2:26][CH2:27][CH2:28][CH2:29][C@@H:22]2[CH2:21][CH2:20][CH2:19][CH2:18]1 |f:0.1,2.3,4.5|. Procedure details: (7S,11aS)-7-Aminooctahydro-1H-pyrido[1,2-a]azocin-6(2H)-one hydrogen chloride (273 mg, 1.17 mmol) was synthesized as described for the preparation of Intermediate 54 using (7S,11aR,Z)-7-amino-3,4,7,8,9,11a-hexahydro-1H-pyrido[1,2-a]azocin-6(2H)-one hydrochloride. Anal. Calcd. for C11H20N2O m/z 196.2. found: 197.0 (M+H)+.